From a dataset of the Open Reaction Database (ORD), a public repository of structured organic reaction records. describe an organic reaction: reactants, conditions, products, and yield Product: C(#N)CC1(CC(C1)N1CCN(CC1)C(=O)NC(C(F)(F)F)C(F)(F)F)N1N=CC(=C1)C=1C2=C(N=CN1)N(C=C2)COCC[Si](C)(C)C (4-(3-(Cyanomethyl)-3-(4-(7-((2-(trimethylsilyl)ethoxy)methyl)-7H-pyrrolo[2,3-d]pyrimidin-4-yl)-1H-pyrazol-1-yl)cyclobutyl)-N-(1,1,1,3,3,3-hexafluoropropan-2-yl)piperazine-1-carboxamide). Reported procedure: To a solution of {3-piperazin-1-yl-1-[4-(7-{[2-(trimethylsilyl)ethoxy]methyl}-7H-pyrrolo[2,3-d]pyrimidin-4-yl)-1H-pyrazol-1-yl]cyclobutyl}acetonitrile (0.10 g, 0.20 mmol) in methylene chloride (5 mL, 80 mmol) was added. 0.21M 1,1,1,3,3,3-hexafluoro-2-isocyanatopropane in m-xylene (1.2 mL, 0.24 mmol) was added, followed by N,N-diisopropylethylamine (71 μL, 0.41 mmol). The reaction was stirred overnight. The reaction was rotovaped and ethyl acetate was added, washed with sat. NH4Cl (×2), sat. NaHC... Reaction conditions: time 8 hour. The solvent is C(C)(=O)OCC (ethyl acetate). Starting materials: C(C)(C)N(C(C)C)CC (N,N-diisopropylethylamine), N1(CCNCC1)C1CC(C1)(N1N=CC(=C1)C=1C2=C(N=CN1)N(C=C2)COCC[Si](C)(C)C)CC#N ({3-piperazin-1-yl-1-[4-(7-{[2-(trimethylsilyl)ethoxy]methyl}-7H-pyrrolo[2,3-d]pyrimidin-4-yl)-1H-pyrazol-1-yl]cyclobutyl}acetonitrile), C(Cl)Cl (methylene chloride), FC(C(C(F)(F)F)N=C=O)(F)F (1,1,1,3,3,3-hexafluoro-2-isocyanatopropane), C1(=CC(=CC=C1)C)C (m-xylene). Reaction SMILES: [N:1]1([CH:7]2[CH2:10][C:9]([CH2:33][C:34]#[N:35])([N:11]3[CH:15]=[C:14]([C:16]4[C:17]5[CH:24]=[CH:23][N:22]([CH2:25][O:26][CH2:27][CH2:28][Si:29]([CH3:32])([CH3:31])[CH3:30])[C:18]=5[N:19]=[CH:20][N:21]=4)[CH:13]=[N:12]3)[CH2:8]2)[CH2:6][CH2:5][NH:4][CH2:3][CH2:2]1.C(Cl)Cl.[F:39][C:40]([F:50])([F:49])[CH:41]([N:46]=[C:47]=[O:48])[C:42]([F:45])([F:44])[F:43].C1(C)C=CC=C(C)C=1.C(N(CC)C(C)C)(C)C>C(OCC)(=O)C>[C:34]([CH2:33][C:9]1([N:11]2[CH:15]=[C:14]([C:16]3[C:17]4[CH:24]=[CH:23][N:22]([CH2:25][O:26][CH2:27][CH2:28][Si:29]([CH3:31])([CH3:30])[CH3:32])[C:18]=4[N:19]=[CH:20][N:21]=3)[CH:13]=[N:12]2)[CH2:8][CH:7]([N:1]2[CH2:2][CH2:3][N:4]([C:47]([NH:46][CH:41]([C:40]([F:39])([F:50])[F:49])[C:42]([F:44])([F:43])[F:45])=[O:48])[CH2:5][CH2:6]2)[CH2:10]1)#[N:35]. Reactants: ON=C(C(=O)OC(C)(C)C)C(C1=CC=NC=C1)=O (tert-Butyl 2-hydroxyimino-3-oxo-3-(4-pyridyl)propionate), C(C1=CC=CC=C1)N (benzylamine). Solvent: C(C)#N (acetonitrile). Product: C1(=CC=CC=C1)C=1NC(=C(N1)C(=O)OC(C)(C)C)C1=CC=NC=C1 (tert-butyl 2-phenyl-5-(4-pyridyl)imidazole-4-carboxylate). Yield: 38.9%. RXN SMILES: O[N:2]=[C:3]([C:11](=O)[C:12]1[CH:17]=[CH:16][N:15]=[CH:14][CH:13]=1)[C:4]([O:6][C:7]([CH3:10])([CH3:9])[CH3:8])=[O:5].[CH2:19]([NH2:26])[C:20]1[CH:25]=[CH:24][CH:23]=[CH:22][CH:21]=1>C(#N)C>[C:20]1([C:19]2[NH:26][C:11]([C:12]3[CH:17]=[CH:16][N:15]=[CH:14][CH:13]=3)=[C:3]([C:4]([O:6][C:7]([CH3:10])([CH3:9])[CH3:8])=[O:5])[N:2]=2)[CH:25]=[CH:24][CH:23]=[CH:22][CH:21]=1. Reported procedure: tert-Butyl 2-hydroxyimino-3-oxo-3-(4-pyridyl)propionate (2.8 g) and benzylamine (2.4 g) were dissolved in acetonitrile (80 ml), and the mixture was reacted and treated in the same manner as in Starting Material Synthetic Example 5 to give tert-butyl 2-phenyl-5-(4-pyridyl)imidazole-4-carboxylate (1.4 g), melting point 205-206° C.